From a dataset of the Open Reaction Database (ORD), a public repository of structured organic reaction records. describe an organic reaction: reactants, conditions, products, and yield The reactants are C=CCCC=C, C[SiH](C)Cl, [Pt]. Product: C=CCCCC[Si](C)(C)Cl. As a reaction SMILES: [CH2:5]=[CH:6][CH2:7][CH2:8][CH:9]=[CH2:10].[CH3:1][SiH:2]([Cl:3])[CH3:4].[Pt:11]>>[CH3:1][Si:2]([Cl:3])([CH3:4])[CH2:5][CH2:6][CH2:7][CH2:8][CH:9]=[CH2:10]. Starting materials: C(C)(C)(C)OC(=O)NCC(C(=O)OCC)C1=CC=C(C=C1)CO[Si](C(C)C)(C(C)C)C(C)C (ethyl 3-(tert-butoxycarbonylamino)-2-(4-((triisopropylsilyloxy)methyl)phenyl)propanoate), [OH-].[Na+] (NaOH), Cl (HCl). Run in CO (methanol). Conditions: time 2 hour. The product is C(C)(C)(C)OC(=O)NCC(C(=O)O)C1=CC=C(C=C1)CO[Si](C(C)C)(C(C)C)C(C)C (3-(tert-butoxycarbonylamino)-2-(4-((triisopropylsilyloxy)methyl)phenyl)propanoic acid). As a reaction SMILES: [C:1]([O:5][C:6]([NH:8][CH2:9][CH:10]([C:16]1[CH:21]=[CH:20][C:19]([CH2:22][O:23][Si:24]([CH:31]([CH3:33])[CH3:32])([CH:28]([CH3:30])[CH3:29])[CH:25]([CH3:27])[CH3:26])=[CH:18][CH:17]=1)[C:11]([O:13]CC)=[O:12])=[O:7])([CH3:4])([CH3:3])[CH3:2].[OH-].[Na+].Cl>CO>[C:1]([O:5][C:6]([NH:8][CH2:9][CH:10]([C:16]1[CH:17]=[CH:18][C:19]([CH2:22][O:23][Si:24]([CH:25]([CH3:27])[CH3:26])([CH:28]([CH3:30])[CH3:29])[CH:31]([CH3:32])[CH3:33])=[CH:20][CH:21]=1)[C:11]([OH:13])=[O:12])=[O:7])([CH3:4])([CH3:2])[CH3:3] |f:1.2|. Procedure details: To a solution of ethyl 3-(tert-butoxycarbonylamino)-2-(4-((triisopropylsilyloxy)methyl)phenyl)propanoate (E202) in methanol was added dropwise 4 N NaOH. The mixture was stirred for 2 h, adjusted the pH to 7 with 2 N HCl, and extracted with ethyl acetate. The combined organic layers were washed with 0.5 N HCl and brine, dried (MgSO4), and concentrated in vacuo to afford 3-(tert-butoxycarbonylamino)-2-(4-((triisopropylsilyloxy)methyl)phenyl)propanoic acid (E203) as white solid. Reactants: [N+](=O)([O-])C1=CC=[N+](C=2CCCCC12)[O-] (5,6,7,8-tetrahydro-4-nitroquinoline N-oxide), P(Cl)(Cl)Cl (phosphorus trichloride), [OH-].[Na+] (sodium hydroxide). Solvent: C(Cl)(Cl)Cl (chloroform). The product is ClC1=CC=NC=2CCCCC12 (4-chloro-5,6,7,8-tetrahydroquinoline). RXN SMILES: [N+]([C:4]1[C:13]2[CH2:12][CH2:11][CH2:10][CH2:9][C:8]=2[N+:7]([O-])=[CH:6][CH:5]=1)([O-])=O.P(Cl)(Cl)[Cl:16].[OH-].[Na+]>C(Cl)(Cl)Cl>[Cl:16][C:4]1[C:13]2[CH2:12][CH2:11][CH2:10][CH2:9][C:8]=2[N:7]=[CH:6][CH:5]=1 |f:2.3|. Procedure: A solution of the crude product of Step 1 (36.5 g, 188 mmol) in chloroform (500 ml) was treated over 30 min with phosphorus trichloride (80 g, 580 mmol) at 0°, heated under reflux for 1 h, cooled to room temperature, and poured onto ice (2 Kg). The mixture was basified with sodium hydroxide and the layers separated. The aqueous phase was extracted with chloroform (500 ml). Reactants: N[C@@H](CNC(CCC1=C(C=CC=C1)OC)=O)CC1=CNC2=CC=CC=C12 ((R)-2-amino-3-(1H-indol-3-yl)-1-[N-(2-methoxybenzyl)acetylamino]propane), C(C)(C)N(CC)C(C)C (diisopropylethylamine), BrCC(=O)Br (bromoacetyl bromide), C(C)(=O)OCC (ethyl acetate). Solvent: O1CCCC1 (tetrahydrofuran). Reaction conditions: time 2 hour. Yields the product BrCC(=O)N[C@@H](CNC(CCC1=C(C=CC=C1)OC)=O)CC1=CNC2=CC=CC=C12 ((R)-2-[(2-bromo)acetyl]amino-3-(1H-indol-3-yl)-1-[N-(2-methoxybenzyl)acetylamino]propane). Reaction SMILES: [NH2:1][C@H:2]([CH2:17][C:18]1[C:26]2[C:21](=[CH:22][CH:23]=[CH:24][CH:25]=2)[NH:20][CH:19]=1)[CH2:3][NH:4][C:5](=[O:16])[CH2:6][CH2:7][C:8]1[CH:13]=[CH:12][CH:11]=[CH:10][C:9]=1[O:14][CH3:15].C(N(C(C)C)CC)(C)C.[Br:36][CH2:37][C:38](Br)=[O:39].C(OCC)(=O)C>O1CCCC1>[Br:36][CH2:37][C:38]([NH:1][C@H:2]([CH2:17][C:18]1[C:26]2[C:21](=[CH:22][CH:23]=[CH:24][CH:25]=2)[NH:20][CH:19]=1)[CH2:3][NH:4][C:5](=[O:16])[CH2:6][CH2:7][C:8]1[CH:13]=[CH:12][CH:11]=[CH:10][C:9]=1[O:14][CH3:15])=[O:39]. Procedure: To a stirring solution of (R)-2-amino-3-(1H-indol-3-yl)-1-[N-(2-methoxybenzyl)acetylamino]propane (7.51 g, 21.369 mmol) in anhydrous tetrahydrofuran (100 ml) under a nitrogen atmosphere at 0° C. were added diisopropylethylamine (4.1 ml, 23.537 mmol) and bromoacetyl bromide (2.05 ml, 23.530 mmol). After 2 hours, ethyl acetate was added and the reaction mixture washed with water twice, 1.0 N hydrochloric acid (2×), saturated sodium bicarbonate solution (2×), and brine. The organic layer was dried ... Reactants: CC1=CC=CC(=N1)C=1C(=C2N(N1)CCC2)C=2C=CC1=C(N(C=N1)CCCOS(=O)(=O)C)C2.CS(=O)(=O)O (methanesulfonic acid methanesulfonic acid 3-[6-[2-(6-methyl-pyridin-2-yl)-5,6-dihydro-4H-pyrrolo[1,2-b]pyrazol-3-yl]-benzoimidazol-1-yl]-propyl ester), CNC (dimethylamine). The solvent is C1CCOC1 (THF). Conditions: temperature 80 celsius. Product: CN(CCCN1C=NC2=C1C=C(C=C2)C2=C1N(N=C2C2=NC(=CC=C2)C)CCC1)C (Dimethyl-[3-[6-[2-(6-methyl-pyridin-2-yl)-5,6-dihydro-4H-pyrrolo[1,2-b]pyrazol-3-yl]-1H-benzoimidazol-1-yl]propyl] amine). The yield is 95.0%. Reaction SMILES: [CH3:1][C:2]1[N:7]=[C:6]([C:8]2[C:9]([C:16]3[CH:17]=[CH:18][C:19]4[N:23]=[CH:22][N:21]([CH2:24][CH2:25][CH2:26]OS(C)(=O)=O)[C:20]=4[CH:32]=3)=[C:10]3[CH2:15][CH2:14][CH2:13][N:11]3[N:12]=2)[CH:5]=[CH:4][CH:3]=1.CS(O)(=O)=O.[CH3:38][NH:39][CH3:40]>C1COCC1>[CH3:38][N:39]([CH3:40])[CH2:26][CH2:25][CH2:24][N:21]1[C:20]2[CH:32]=[C:16]([C:9]3[C:8]([C:6]4[CH:5]=[CH:4][CH:3]=[C:2]([CH3:1])[N:7]=4)=[N:12][N:11]4[CH2:13][CH2:14][CH2:15][C:10]=34)[CH:17]=[CH:18][C:19]=2[N:23]=[CH:22]1 |f:0.1|. Reported procedure: Combine methanesulfonic acid methanesulfonic acid 3-[6-[2-(6-methyl-pyridin-2-yl)-5,6-dihydro-4H-pyrrolo[1,2-b]pyrazol-3-yl]-benzoimidazol-1-yl]-propyl ester (Example 57a; 22 mg, 0.048 mmol) with 2M dimethylamine in THF (2 mL). Heat the mixture at 80° C. for 30 min. Cool, evaporate the excess amine, and purify the crude product with FCC to give the title compound (18.5 mg, 95%). MS m/e 401.3 (M+1). Yields the product ClC1=CC2=C(NC(=C2)C(=O)N[C@H]2[C@@H](C3=CC=CC=C3C2)NC(CO)=O)S1 (2-Chloro-N-{(1R,2R)-1-[(hydroxyacetyl)amino]-2,3-dihydro-1H-inden-2-yl}-6H-thieno[2,3-b]pyrrole-5-carboxamide). Run in C1CCOC1 (THF). Yield: 71.7%. Procedure details: N-{(1R,2R)-1-[(2-Acetoxyacetyl)amino]-2,3-dihydro-1H-inden-2-yl}-2-chloro-6H-thieno[2,3-b]pyrrole-5-carboxamide (Example 39; 393 mg, 0.92 mmol) was dissolved in THF (5 mL), MeOH (5 mL) and K2CO3 (50 mg) were then added and the suspension stirred at ambient temperature for 4 hours. Water (10 mL) was added and the aqueous phase was extracted with EtOAc (3×10 mL). The combined organic phases were washed with water (50 mL), brine (50 mL) and dried (MgSO4). The solvent was removed by evaporation unde... Conditions: time 4 hour. Starting materials: O (Water), CO (MeOH), C(=O)([O-])[O-].[K+].[K+] (K2CO3), C(C)(=O)OCC(=O)N[C@H]1[C@@H](CC2=CC=CC=C12)NC(=O)C1=CC2=C(N1)SC(=C2)Cl (N-{(1R,2R)-1-[(2-Acetoxyacetyl)amino]-2,3-dihydro-1H-inden-2-yl}-2-chloro-6H-thieno[2,3-b]pyrrole-5-carboxamide). As a reaction SMILES: C([O:4][CH2:5][C:6]([NH:8][C@@H:9]1[C:17]2[C:12](=[CH:13][CH:14]=[CH:15][CH:16]=2)[CH2:11][C@H:10]1[NH:18][C:19]([C:21]1[NH:25][C:24]2[S:26][C:27]([Cl:29])=[CH:28][C:23]=2[CH:22]=1)=[O:20])=[O:7])(=O)C.CO.C([O-])([O-])=O.[K+].[K+].O>C1COCC1>[Cl:29][C:27]1[S:26][C:24]2[NH:25][C:21]([C:19]([NH:18][C@@H:10]3[CH2:11][C:12]4[C:17](=[CH:16][CH:15]=[CH:14][CH:13]=4)[C@H:9]3[NH:8][C:6](=[O:7])[CH2:5][OH:4])=[O:20])=[CH:22][C:23]=2[CH:28]=1 |f:2.3.4|.